Task: describe an organic reaction: reactants, conditions, products, and yield. Dataset: the Open Reaction Database (ORD), a public repository of structured organic reaction records The reactants are C1(=CC=CC=C1)C1=CC=C(C=C1)O (p-phenylphenol), OC=1C=C(C(=O)O)C=CC1 (3-hydroxybenzoic acid), B(F)(F)F (boron trifluoride). Run in water ice, F (hydrogen fluoride). Run at temperature 25 celsius, time 8 hour. The product is C(C)(=O)O.C(C)(=O)O.OC=1C=C(C(=O)C2=CC=C(C=C2)C2=CC=C(C=C2)O)C=CC1 (3-hydroxy,4'(4-hydroxy-phenyl)benzophenone diacetate). RXN SMILES: [C:1]1([C:7]2[CH:12]=[CH:11][C:10]([OH:13])=[CH:9][CH:8]=2)[CH:6]=[CH:5][CH:4]=[CH:3][CH:2]=1.[OH:14][C:15]1[CH:16]=[C:17]([CH:21]=[CH:22][CH:23]=1)[C:18]([OH:20])=[O:19].B(F)(F)F>F>[C:18]([OH:20])(=[O:19])[CH3:17].[C:18]([OH:20])(=[O:19])[CH3:17].[OH:14][C:15]1[CH:16]=[C:17]([CH:21]=[CH:22][CH:23]=1)[C:18]([C:4]1[CH:3]=[CH:2][C:1]([C:7]2[CH:8]=[CH:9][C:10]([OH:13])=[CH:11][CH:12]=2)=[CH:6][CH:5]=1)=[O:19] |f:4.5.6|. Procedure: One hundred seventy grams (1 mole) of p-phenylphenol, 138 grams (1 mole) of 3-hydroxybenzoic acid, 400 mL of hydrogen fluoride (HF), and 170 grams of boron trifluoride were reacted for 15 hours at 0° C. under autogenous pressure in an autoclave. Then the contents were mixed in excess water/ice to precipitate a green solid. After filtering and washing with water to remove the remaining HF, the powder was slurried with water, neutralized with 80 grams sodium bicarbonate (NaHCO3) until pH=8, filter... Starting materials: O=C1CC(CN1CC1=CC=CC=C1)C(=O)O (5-oxo-1-(phenylmethyl)-3-pyrrolidinecarboxylic acid), C(=O)(N1C=NC=C1)N1C=NC=C1 (1,1'-carbonyldiimidazole), C(C)(C)N (isopropylamine). The solvent is C(C)#N (acetonitrile). Run at temperature 60 celsius, time 18 hour. The product is O=C1CC(CN1CC1=CC=CC=C1)C(=O)NC(C)C (5-oxo-1-(phenylmethyl)-N-(2-propyl)3-pyrrolidinecarboxamide). Yield: 95.3%. RXN SMILES: [O:1]=[C:2]1[N:6]([CH2:7][C:8]2[CH:13]=[CH:12][CH:11]=[CH:10][CH:9]=2)[CH2:5][CH:4]([C:14]([OH:16])=O)[CH2:3]1.C(N1C=CN=C1)(N1C=CN=C1)=O.[CH:29]([NH2:32])([CH3:31])[CH3:30]>C(#N)C>[O:1]=[C:2]1[N:6]([CH2:7][C:8]2[CH:9]=[CH:10][CH:11]=[CH:12][CH:13]=2)[CH2:5][CH:4]([C:14]([NH:32][CH:29]([CH3:31])[CH3:30])=[O:16])[CH2:3]1. Reported procedure: To a solution of 16.4 g (75.0 mmole) of 5-oxo-1-(phenylmethyl)-3-pyrrolidinecarboxylic acid in 150 ml of acetonitrile was added 13.8 g (85.0 mmole) of 1,1'-carbonyldiimidazole. The reaction was heated to 60° C. for one hour, cooled to room temperature and treated with 5.0 g (85 mmole) of isopropylamine. The reaction was stirred at room temperature for 18 hours, the solvent removed in vacuo and the residue partitioned between chloroform and water. The organic layer was washed with water, 1N hydro... Starting materials: phase, C(C)(=O)[O-].[Na+] (sodium acetate), ClC[SiH2]C(OC)OC ((chloromethyl)dimethoxymethylsilane). Product: C(C)(=O)OC[SiH2]C(OC)OC ((acetoxymethyl)dimethoxymethylsilane). As a reaction SMILES: [C:1]([O-:4])(=[O:3])[CH3:2].[Na+].Cl[CH2:7][SiH2:8][CH:9]([O:12][CH3:13])[O:10][CH3:11]>>[C:1]([O:4][CH2:7][SiH2:8][CH:9]([O:12][CH3:13])[O:10][CH3:11])(=[O:3])[CH3:2] |f:0.1|. Procedure: The top, Hydroseal phase and the middle, catalyst phase from Example 5b were admixed with 180 g (2.2 mol) of sodium acetate and the suspension was dried by distilling 10 mL of Hydroseal G 400 H off through a Vigreux column (80 cm) at 1-2 mbar (head), 120-135° C. (head), 150-160° C. (pot). The suspension was cooled down to 130° C., at which point 308 g (2.00 mol) of (chloromethyl)dimethoxymethylsilane were metered in over 47 minutes. The product was distilled out through a Vigreux column (80 cm);...